This data is from the Open Reaction Database (ORD), a public repository of structured organic reaction records. The task is: describe an organic reaction: reactants, conditions, products, and yield Reactants: C(=O)(O)[O-].[Na+] (NaHCO3), C12N(CC(NC1)C2)C2=NC(=NC1=CC=CC=C21)C2=CC(=NC=C2)N[C@@H](C)C2=CC=CC=C2 ((S)-{4-[4-(2,5-diazabicyclo[2.2.1]hept-2-yl)quinazolin-2-yl]-pyridin-2-yl}-(1-phenyl-ethyl)-amine), C=O (formaldehyde), [BH3-]C#N.[Na+] (NaCNBH3). The solvent is C(Cl)(Cl)Cl (CHCl3), CO (MeOH). Conditions: time 8 hour. Yields the product CN1C2CN(C(C1)C2)C2=NC(=NC1=CC=CC=C21)C2=CC(=NC=C2)N[C@@H](C)C2=CC=CC=C2 ((S)-{4-[4-(5-methyl-2,5-diaza-bicyclo[2.2.1]hept-2-yl)-quinazolin-2-yl]-pyridin-2-yl}-(1-phenyl-ethyl)-amine). RXN SMILES: [CH:1]12[CH2:7][CH:4]([NH:5][CH2:6]1)[CH2:3][N:2]2[C:8]1[C:17]2[C:12](=[CH:13][CH:14]=[CH:15][CH:16]=2)[N:11]=[C:10]([C:18]2[CH:23]=[CH:22][N:21]=[C:20]([NH:24][C@H:25]([C:27]3[CH:32]=[CH:31][CH:30]=[CH:29][CH:28]=3)[CH3:26])[CH:19]=2)[N:9]=1.C=O.[BH3-][C:36]#N.[Na+].C([O-])(O)=O.[Na+]>C(Cl)(Cl)Cl.CO>[CH3:36][N:5]1[CH2:6][CH:1]2[CH2:7][CH:4]1[CH2:3][N:2]2[C:8]1[C:17]2[C:12](=[CH:13][CH:14]=[CH:15][CH:16]=2)[N:11]=[C:10]([C:18]2[CH:23]=[CH:22][N:21]=[C:20]([NH:24][C@H:25]([C:27]3[CH:32]=[CH:31][CH:30]=[CH:29][CH:28]=3)[CH3:26])[CH:19]=2)[N:9]=1 |f:2.3,4.5|. Reported procedure: To a solution of (S)-{4-[4-(2,5-diazabicyclo[2.2.1]hept-2-yl)quinazolin-2-yl]-pyridin-2-yl}-(1-phenyl-ethyl)-amine (105 mg, 0.25 mmol) in 2 mL of CHCl3 at RT was added formaldehyde (37%, 407 μL, 5.00 mmol), NaCNBH3 (47 mg, 0.75 mmol) and MeOH (0.4 mL). The reaction stirred at RT overnight and then NaHCO3 (sat.) was added and the product was extracted with CH2Cl2. The combined organic layers were dried over Na2SO4, filtered and concentrated. The crude product was purified by silica gel chromatogr... Reaction SMILES: [Al+3:13].[CH2:21]1[O:22][CH2:23][CH2:24][CH2:25]1.[Cl:1][c:2]1[cH:3][cH:4][c:5]([C:8]#[C:9][CH2:10][NH2:11])[cH:6][cH:7]1.[H-:12].[H-:15].[H-:16].[H-:17].[Li+:14].[Na+:20].[OH-:19].[OH2:18]>>[Cl:1][c:2]1[cH:3][cH:4][c:5]([CH:8]=[CH:9][CH2:10][NH2:11])[cH:6][cH:7]1. The reactants are [Al+3], C1CCOC1, NCC#Cc1ccc(Cl)cc1, [H-], [H-], [H-], [H-], [Li+], [Na+], [OH-], O. Yields the product NCC=Cc1ccc(Cl)cc1. Reactants: ClC=1C=C(C=CC1Cl)CCO (2-(3,4-dichlorophenyl)ethanol), ClC1=NC(N2C(N(CCC2)C)=C1)=O (8-chloro-1-methyl-3,4-dihydro-1H-pyrimido[1,6-a]pyrimidin-6(2H)-one). The product is ClC=1C=C(C=CC1Cl)CCOC1=NC(N2C(N(CCC2)C)=C1)=O (8-[2-(3,4-Dichloro-phenyl)-ethoxy]-1-methyl-1,2,3,4-tetrahydro-pyrimido[1,6-a]pyrimidin-6-one). RXN SMILES: [Cl:1][C:2]1[CH:3]=[C:4]([CH2:9][CH2:10][OH:11])[CH:5]=[CH:6][C:7]=1[Cl:8].Cl[C:13]1[CH:23]=[C:17]2[N:18]([CH3:22])[CH2:19][CH2:20][CH2:21][N:16]2[C:15](=[O:24])[N:14]=1>>[Cl:1][C:2]1[CH:3]=[C:4]([CH2:9][CH2:10][O:11][C:13]2[CH:23]=[C:17]3[N:18]([CH3:22])[CH2:19][CH2:20][CH2:21][N:16]3[C:15](=[O:24])[N:14]=2)[CH:5]=[CH:6][C:7]=1[Cl:8]. Procedure details: The title compound or its salt was prepared by a procedure similar to that described for E11 starting from 2-(3,4-dichlorophenyl)ethanol and 8-chloro-1-methyl-3,4-dihydro-1H-pyrimido[1,6-a]pyrimidin-6(2H)-one. Reactants: CC1Cc2cc(Br)ccc2C(=O)N1, CI, [H-], [Na+], CN(C)C=O, O. The product is CC1Cc2cc(Br)ccc2C(=O)N1C. Reaction SMILES: [Br:1][c:2]1[cH:3][c:4]2[c:9]([cH:10][cH:11]1)[C:8](=[O:12])[NH:7][CH:6]([CH3:13])[CH2:5]2.[CH3:16][I:17].[H-:14].[Na+:15].[O:19]=[CH:20][N:21]([CH3:22])[CH3:23].[OH2:18]>>[Br:1][c:2]1[cH:3][c:4]2[c:9]([cH:10][cH:11]1)[C:8](=[O:12])[N:7]([CH3:16])[CH:6]([CH3:13])[CH2:5]2. The reactants are BrB(Br)Br, C=CCn1nc2c(C(F)(F)F)cccc2c1-c1ccc(OC)cc1C, C1=CCCCC1. The product is C=CCn1nc2c(C(F)(F)F)cccc2c1-c1ccc(O)cc1C. As a reaction SMILES: [B:26]([Br:27])([Br:28])[Br:29].[CH2:1]([CH:2]=[CH2:3])[n:4]1[n:5][c:6]2[c:7]([C:22]([F:23])([F:24])[F:25])[cH:8][cH:9][cH:10][c:11]2[c:12]1-[c:13]1[c:14]([CH3:21])[cH:15][c:16]([O:19][CH3:20])[cH:17][cH:18]1.[CH2:30]1[CH2:31][CH:32]=[CH:33][CH2:34][CH2:35]1>>[CH2:1]([CH:2]=[CH2:3])[n:4]1[n:5][c:6]2[c:7]([C:22]([F:23])([F:24])[F:25])[cH:8][cH:9][cH:10][c:11]2[c:12]1-[c:13]1[c:14]([CH3:21])[cH:15][c:16]([OH:19])[cH:17][cH:18]1. The reactants are COC(=O)C1=CC=C(C=C1)N1N=CC(=C1SCCC)C(=O)O (1-(4-methoxycarbonylphenyl)-5-propylsulfanyl-pyrazole-4-carboxylic acid), COC(=O)C1=CC=C(C=C1)N1N=CC(=C1SCCC)C(=O)O (1-(4-methoxycarbonylphenyl)-5-propylsulfanyl-pyrazole-4-carboxylic acid), CNC1CCCCC1 (N-methylcyclohexylamine), C=1C=CC2=C(C1)N=NN2O (HOBT), CCN(C(C)C)C(C)C (DIPEA), CCN=C=NCCCN(C)C (EDCI). The solvent is C(C)(=O)OCC (ethyl acetate), CN(C)C=O (DMF). Run at time 18 hour. Product: C1(CCCCC1)N(C(=O)C=1C=NN(C1SCCC)C1=CC=C(C(=O)OC)C=C1)C (Methyl 4-[4-(N-cyclohexyl-N-methyl-carbamoyl)-5-propylsulfanyl-pyrazol-1-yl]benzoate). The yield is 78.0%. As a reaction SMILES: [CH3:1][O:2][C:3]([C:5]1[CH:10]=[CH:9][C:8]([N:11]2[C:15]([S:16][CH2:17][CH2:18][CH3:19])=[C:14]([C:20]([OH:22])=O)[CH:13]=[N:12]2)=[CH:7][CH:6]=1)=[O:4].[CH3:23][NH:24][CH:25]1[CH2:30][CH2:29][CH2:28][CH2:27][CH2:26]1.C1C=CC2N(O)N=NC=2C=1.CCN(C(C)C)C(C)C.CCN=C=NCCCN(C)C>CN(C=O)C.C(OCC)(=O)C>[CH:25]1([N:24]([CH3:23])[C:20]([C:14]2[CH:13]=[N:12][N:11]([C:8]3[CH:7]=[CH:6][C:5]([C:3]([O:2][CH3:1])=[O:4])=[CH:10][CH:9]=3)[C:15]=2[S:16][CH2:17][CH2:18][CH3:19])=[O:22])[CH2:30][CH2:29][CH2:28][CH2:27][CH2:26]1. Procedure details: 1-(4-methoxycarbonylphenyl)-5-propylsulfanyl-pyrazole-4-carboxylic acid (Intermediate #7), (160 mg, 0.5 mmol), N-methylcyclohexylamine (57 mg, 0.5 mmol), HOBT (81 mg, 0.6 mmol) and DIPEA (174 μL, 1.0 mmol) were dissolved in DMF (5 mL) and treated at ambient temperature with EDCI (115 mg, 0.6 mmol). The mixture was stirred at ambient for 18 h and then diluted with ethyl acetate (50 mL), washed with water (3×20 mL) and brine, dried (MgSO4) and volatiles removed by evaporation. The residue was puri... Reported procedure: Title compound was synthesized by an analogous method to Example 18 using 2-(4-aminopiperidin-1-yl)-6-chloroisonicotinamide hydrochloride (Intermediate 70) and 3,5-dimethyl-1H-pyrrole-2-carboxylic acid (commercially available). Yields the product ClC=1C=C(C(=O)N)C=C(N1)N1CCC(CC1)NC(=O)C=1NC(=CC1C)C (2-Chloro-6-(4-{[(3,5-dimethyl-1H-pyrrol-2-yl)carbonyl]amino}piperidin-1-yl)isonicotinamide). Reaction SMILES: Cl.[NH2:2][CH:3]1[CH2:8][CH2:7][N:6]([C:9]2[CH:10]=[C:11]([CH:15]=[C:16]([Cl:18])[N:17]=2)[C:12]([NH2:14])=[O:13])[CH2:5][CH2:4]1.[CH3:19][C:20]1[CH:24]=[C:23]([CH3:25])[NH:22][C:21]=1[C:26](O)=[O:27]>>[Cl:18][C:16]1[CH:15]=[C:11]([CH:10]=[C:9]([N:6]2[CH2:5][CH2:4][CH:3]([NH:2][C:26]([C:21]3[NH:22][C:23]([CH3:25])=[CH:24][C:20]=3[CH3:19])=[O:27])[CH2:8][CH2:7]2)[N:17]=1)[C:12]([NH2:14])=[O:13] |f:0.1|. The reactants are Cl.NC1CCN(CC1)C=1C=C(C(=O)N)C=C(N1)Cl (2-(4-aminopiperidin-1-yl)-6-chloroisonicotinamide hydrochloride), Cl.NC1CCN(CC1)C=1C=C(C(=O)N)C=C(N1)Cl (2-(4-aminopiperidin-1-yl)-6-chloroisonicotinamide hydrochloride), CC1=C(NC(=C1)C)C(=O)O (3,5-dimethyl-1H-pyrrole-2-carboxylic acid).